From a dataset of the Open Reaction Database (ORD), a public repository of structured organic reaction records. describe an organic reaction: reactants, conditions, products, and yield Starting materials: Cl(=O)(=O)(=O)O (perchloric acid), BrC1=C(SC(=C1)Br)C(C(=O)OCC)O (ethyl 2-(3,5-dibromothiophen-2-yl)-2-hydroxyacetate), C(C)(=O)OC(C)(C)C (tert-butyl acetate), C([O-])([O-])=O.[K+].[K+] (potassium carbonate). Run at temperature 0 celsius, time 3 hour. The product is C(C)(C)(C)OC(C(=O)OCC)C=1SC(=CC1Br)Br (ethyl 2-(tert-butoxy)-2-(3,5-dibromothiophen-2-yl)acetate). Yield: 86.0%. As a reaction SMILES: [Br:1][C:2]1[CH:6]=[C:5]([Br:7])[S:4][C:3]=1[CH:8]([OH:14])[C:9]([O:11][CH2:12][CH3:13])=[O:10].Cl(O)(=O)(=O)=O.C(=O)([O-])[O-].[K+].[K+].C(O[C:30]([CH3:33])([CH3:32])[CH3:31])(=O)C>>[C:30]([O:14][CH:8]([C:3]1[S:4][C:5]([Br:7])=[CH:6][C:2]=1[Br:1])[C:9]([O:11][CH2:12][CH3:13])=[O:10])([CH3:33])([CH3:32])[CH3:31] |f:2.3.4|. Procedure: Ethyl 2-(3,5-dibromothiophen-2-yl)-2-hydroxyacetate (7b) (100 mg, 0.29 mmol) was dissolved in tert-butyl acetate (5.4 mL) at −20° C. and 70% perchloric acid (0.7 mL) was rapidly added. The mixture was stirred at 0° C. for 3 hours then poured in a saturated solution of potassium carbonate. Layers were separated. The aqueous layer was extracted with ethyl acetate (2×20 mL). The organic layers were washed with brine (10 mL), dried over sodium sulfate and concentrated in vacuo. The residue was purif... Reactants: C1(=CC=CC=C1)[C@H](C(=O)Cl)C (2-(R)-phenyl-propionyl chloride), ClC=1C=NC=C(C1CC(=O)C1=CC(=C(C=C1)OC)OC)Cl (2-(3,5-dichloro-pyridin-4-yl)-1-(3,4-dimethoxy-phenyl) -ethanone). Product: ClC=1C=NC=C(C1\C=C(\C1=CC(=C(C=C1)OC)OC)/OC([C@H](C)C1=CC=CC=C1)=O)Cl (2-(R)-phenyl-propionic acid (Z)-2-(3,5-dichloro-pyridin-4-yl)-1-(3,4-dimethoxy-phenyl)vinyl ester). Yield: 21.0%. Reaction SMILES: [C:1]1([C@@H:7]([CH3:11])[C:8](Cl)=[O:9])[CH:6]=[CH:5][CH:4]=[CH:3][CH:2]=1.[Cl:12][C:13]1[CH:14]=[N:15][CH:16]=[C:17]([Cl:32])[C:18]=1[CH2:19][C:20]([C:22]1[CH:27]=[CH:26][C:25]([O:28][CH3:29])=[C:24]([O:30][CH3:31])[CH:23]=1)=[O:21]>>[Cl:32][C:17]1[CH:16]=[N:15][CH:14]=[C:13]([Cl:12])[C:18]=1/[CH:19]=[C:20](\[O:21][C:8](=[O:9])[C@@H:7]([C:1]1[CH:6]=[CH:5][CH:4]=[CH:3][CH:2]=1)[CH3:11])/[C:22]1[CH:27]=[CH:26][C:25]([O:28][CH3:29])=[C:24]([O:30][CH3:31])[CH:23]=1. Reported procedure: The compound was obtained starting from 2-(R)-phenyl-propionyl chloride and 2-(3,5-dichloro-pyridin-4-yl)-1-(3,4-dimethoxy-phenyl) -ethanone, following the procedure of Example 7 (0.22 g, 0.48 mmol, 21% yield). Starting materials: ClC1=CC(=C2C=NN(C2=C1)S(=O)(=O)C1=CC=CC=C1)C=1OC(=CN1)CN1CCN(CC1)C(C)C (6-chloro-4-(5-{[4-(1-methylethyl)-1-piperazinyl]methyl}-1,3-oxazol-2-yl)-1-(phenylsulfonyl)-1H-indazole), COC1=NC=C(C=C1NS(=O)(=O)C)B1OC(C(O1)(C)C)(C)C (N-[2-(methoxy)-5-(4,4,5,5-tetramethyl-1,3,2-dioxaborolan-2-yl)-3-pyridyl]methanesulfonamide), [O-]P(=O)([O-])[O-].[K+].[K+].[K+] (potassium phosphate tribasic), O (water). The reagents and catalysts are Cl[Pd]C1=C(C=CC=C1)C1=C(C=CC=C1)N(C)C.[C@@H]12C(C[C@@H](CC1)C2)PC2[C@H]1CC[C@@H](C2)C1 (chloro[2′-(dimethylamino)-2-biphenylyl]palladium 1(1R,4S)-bicyclo[2.2.1]hept-2-yl[(1S,4R)-bicyclo[2.2.1]hept-2-yl]phosphane). Run in O1CCOCC1 (1,4-dioxane). Conditions: temperature 120 celsius, time 3 hour. The product is CC(C)N1CCN(CC1)CC1=CN=C(O1)C1=C2C=NNC2=CC(=C1)C=1C=C(C(=NC1)OC)NS(=O)(=O)C (N-[5-[4-(5-{[4-(1-Methylethyl)-1-piperazinyl]methyl}-1,3-oxazol-2-yl)-1H-indazol-6-yl]-2-(methyloxy)-3-pyridinyl]methanesulfonamide). Yield: 10.5%. RXN SMILES: Cl[C:2]1[CH:10]=[C:9]2[C:5]([CH:6]=[N:7][N:8]2S(C2C=CC=CC=2)(=O)=O)=[C:4]([C:20]2[O:21][C:22]([CH2:25][N:26]3[CH2:31][CH2:30][N:29]([CH:32]([CH3:34])[CH3:33])[CH2:28][CH2:27]3)=[CH:23][N:24]=2)[CH:3]=1.[CH3:35][O:36][C:37]1[C:42]([NH:43][S:44]([CH3:47])(=[O:46])=[O:45])=[CH:41][C:40](B2OC(C)(C)C(C)(C)O2)=[CH:39][N:38]=1.[O-]P([O-])([O-])=O.[K+].[K+].[K+].O>O1CCOCC1.Cl[Pd]C1C=CC=CC=1C1C=CC=CC=1N(C)C.[C@H]12C[C@H](CC1)CC2PC1C[C@H]2C[C@@H]1CC2>[CH3:33][CH:32]([N:29]1[CH2:28][CH2:27][N:26]([CH2:25][C:22]2[O:21][C:20]([C:4]3[CH:3]=[C:2]([C:40]4[CH:41]=[C:42]([NH:43][S:44]([CH3:47])(=[O:45])=[O:46])[C:37]([O:36][CH3:35])=[N:38][CH:39]=4)[CH:10]=[C:9]4[C:5]=3[CH:6]=[N:7][NH:8]4)=[N:24][CH:23]=2)[CH2:31][CH2:30]1)[CH3:34] |f:2.3.4.5,8.9|. Reported procedure: To a solution of 6-chloro-4-(5-{[4-(1-methylethyl)-1-piperazinyl]methyl}-1,3-oxazol-2-yl)-1-(phenylsulfonyl)-1H-indazole (200 mg, 0.400 mmol) and N-[2-(methoxy)-5-(4,4,5,5-tetramethyl-1,3,2-dioxaborolan-2-yl)-3-pyridyl]methanesulfonamide (171 mg, 0.520 mmol) in 1,4-dioxane (2 ml) was added chloro[2′-(dimethylamino)-2-biphenylyl]palladium-1(1R,4S)-bicyclo[2.2.1]hept-2-yl[(1S,4R)-bicyclo[2.2.1]hept-2-yl]phosphane (11.2 mg, 0.020 mmol), potassium phosphate tribasic (255 mg, 1.20 mmol) and water (0.... The reactants are FC([C@@H]1CC[C@H](CC1)NC(C1=C(C=C(C(=C1)[N+](=O)[O-])N)OCC(F)F)=O)(F)F (N-(trans-4-trifluoromethyl-cyclohex-1-yl)-2-(2,2-difluoro-ethoxy)-4-amino-5-nitro-benzoic acid amide). As a reaction SMILES: [F:1][C:2]([F:28])([F:27])[C@H:3]1[CH2:8][CH2:7][C@H:6]([NH:9][C:10](=[O:26])[C:11]2[CH:16]=[C:15]([N+:17]([O-])=O)[C:14]([NH2:20])=[CH:13][C:12]=2[O:21][CH2:22][CH:23]([F:25])[F:24])[CH2:5][CH2:4]1>[Pd]>[F:1][C:2]([F:27])([F:28])[C@H:3]1[CH2:8][CH2:7][C@H:6]([NH:9][C:10](=[O:26])[C:11]2[CH:16]=[C:15]([NH2:17])[C:14]([NH2:20])=[CH:13][C:12]=2[O:21][CH2:22][CH:23]([F:24])[F:25])[CH2:5][CH2:4]1. Procedure details: The subtitle compound is prepared from N-(trans-4-trifluoromethyl-cyclohex-1-yl)-2-(2,2-difluoro-ethoxy)-4-amino-5-nitro-benzoic acid amide with Pd/C and H2 in analogy to example 1f. The product is FC([C@@H]1CC[C@H](CC1)NC(C1=C(C=C(C(=C1)N)N)OCC(F)F)=O)(F)F (N-(trans-4-Trifluoromethyl-cyclohex-1-yl)-2-(2,2-difluoro-ethoxy)-4,5-diamino-benzoic acid amide). Reagents/catalysts: [Pd] (Pd/C). Starting materials: FC1=CC(=C(C=C1)N1C[C@H](N(CC1)S(=O)(=O)C1=CC(=CC=C1)C1CCNCC1)C)C(F)(F)F ((2R)-4-[4-fluoro-2-(trifluoromethyl)phenyl]-2-methyl-1-[(3-piperidin-4-ylphenyl)sulfonyl]piperazine), (CHO)n, CC(=O)O (HOAc), [BH3-]C#N.[Na+] (NaBH3CN). The solvent is C(Cl)Cl (DCM), CO (MeOH). Run at time 8 hour. The product is FC1=CC(=C(C=C1)N1C[C@H](N(CC1)S(=O)(=O)C1=CC(=CC=C1)C1CCN(CC1)C)C)C(F)(F)F ((2R)-4-[4-fluoro-2-(trifluoromethyl)phenyl]-2-methyl-1-{[3-(1-methylpiperidin-4-yl)phenyl]sulfonyl}piperazine). The yield is 83.9%. RXN SMILES: [F:1][C:2]1[CH:7]=[CH:6][C:5]([N:8]2[CH2:13][CH2:12][N:11]([S:14]([C:17]3[CH:22]=[CH:21][CH:20]=[C:19]([CH:23]4[CH2:28][CH2:27][NH:26][CH2:25][CH2:24]4)[CH:18]=3)(=[O:16])=[O:15])[C@H:10]([CH3:29])[CH2:9]2)=[C:4]([C:30]([F:33])([F:32])[F:31])[CH:3]=1.[CH3:34]C(O)=O.[BH3-]C#N.[Na+]>CO.C(Cl)Cl>[F:1][C:2]1[CH:7]=[CH:6][C:5]([N:8]2[CH2:13][CH2:12][N:11]([S:14]([C:17]3[CH:22]=[CH:21][CH:20]=[C:19]([CH:23]4[CH2:28][CH2:27][N:26]([CH3:34])[CH2:25][CH2:24]4)[CH:18]=3)(=[O:16])=[O:15])[C@H:10]([CH3:29])[CH2:9]2)=[C:4]([C:30]([F:33])([F:31])[F:32])[CH:3]=1 |f:2.3|. Procedure: To a solution of (2R)-4-[4-fluoro-2-(trifluoromethyl)phenyl]-2-methyl-1-[(3-piperidin-4-ylphenyl)sulfonyl]piperazine (81 mg, 0.155 mmol) in MeOH (2 mL) was added (CHO)n 27 mg, 0.93 mmol), HOAc (13.7 μL, 0.23 mmol) and NaBH3CN (6 mg, 0.093 mmol). The reaction mixture was stirred at room temperature overnight then 50° C. till disappearance of starting material. The reaction was diluted with DCM and quenched with aq. NaHCO3. The organic layer was separated and dried over Na2SO4 and purified on SiO2... Isolated yield 65.0%. Reaction SMILES: [CH3:1][O:2][N:3]=[C:4]1[C:12]2[C:7](=[CH:8][C:9](Br)=[CH:10][CH:11]=2)[CH2:6][CH2:5]1.[Li]CCCC.CN([CH:22]=[O:23])C>C1COCC1>[CH3:1][O:2][N:3]=[C:4]1[C:12]2[C:7](=[CH:8][C:9]([CH:22]=[O:23])=[CH:10][CH:11]=2)[CH2:6][CH2:5]1. Reactants: CON=C1CCC2=CC(=CC=C12)Br (5-Bromo-indan-1-one O-methyl-oxime), [Li]CCCC (n-BuLi), CN(C)C=O (DMF). Run at temperature -60 celsius, time 1 hour. Reported procedure: To a solution of the product of Step 1 (112 g, 0.46 mol) in THF (1500 ml) at −60° C. under argon, was added n-BuLi (325 ml, 0.52 mol) over 1 hour. After stirring at −60° C. for 1 hour a solution of DMF (39.7 ml) in THF (50 ml) was added dropwise over 1 hour. The reaction was stirred at −60° C. for 1 hour before being allowed to warm to room temperature. After 1 hour the reaction was quenched with saturated aqueous sodium hydrogen carbonate solution and extracted into ethyl acetate. The organic p... Yields the product CON=C1CCC2=CC(=CC=C12)C=O (1-Methoxyimino-indan-5-carbaldehyde). Run in C1CCOC1 (THF), C1CCOC1 (THF). Starting materials: S(=O)(=O)(Cl)Cl (sulfuryl chloride), OC1=CC=C(C=C1)C1CCOCC1 (4-(p-hydroxyphenyl)-tetrahydropyran), C(Cl)(Cl)(Cl)Cl (carbon tetrachloride). Solvent: [OH-].[Na+] (sodium hydroxide). Product: OC1=C(C=C(C=C1)C1CCOCC1)Cl (4-(4-hydroxy-3-chlorophenyl)-tetrahydropyran). Reaction SMILES: S(Cl)(Cl)(=O)=O.[OH:6][C:7]1[CH:12]=[CH:11][C:10]([CH:13]2[CH2:18][CH2:17][O:16][CH2:15][CH2:14]2)=[CH:9][CH:8]=1.C(Cl)(Cl)(Cl)[Cl:20]>[OH-].[Na+]>[OH:6][C:7]1[CH:12]=[CH:11][C:10]([CH:13]2[CH2:14][CH2:15][O:16][CH2:17][CH2:18]2)=[CH:9][C:8]=1[Cl:20] |f:3.4|. Reported procedure: 10 ml of sulfuryl chloride were added with stirring to a mixture of 14.1 g of 4-(p-hydroxyphenyl)-tetrahydropyran and 40 ml of carbon tetrachloride and the mixture was heated to 45°-50° C for 16 hours. The mixture was concentrated to dryness under reduced pressure and the residue was chromatographed over silica gel. Elution with methylene chloride yielded a crystal product which was dissolved in 200 ml of N sodium hydroxide and the solution was washed with ether and acidified with 2N hydrochlori... The reactants are CC(=O)O (AcOH), [BH-](OC(=O)C)(OC(=O)C)OC(=O)C.[Na+] (NaBH(OAc)3), C(=O)C1=C(C=C(C=C1)C(F)(F)F)C=1C=CC(=NC1)C(=O)NCCC(=O)OCC (ethyl 3-(5-(2-formyl-5-(trifluoromethyl)phenyl)picolinamido)propanoate), ClC=1C=C(N)C=CC1I (3-chloro-4-iodoaniline). Solvent: CCOC(=O)C (EtOAc), ClCCCl (DCE). The product is ClC=1C=C(C=CC1I)NCC1=C(C=C(C=C1)C(F)(F)F)C=1C=CC(=NC1)C(=O)NCCC(=O)OCC (ethyl 3-(5-(2-(((3-chloro-4-iodophenyl)amino)methyl)-5-(trifluoromethyl)phenyl)picolinamido)propanoate). Reaction SMILES: [BH-](OC(C)=O)(OC(C)=O)OC(C)=O.[Na+].[CH:15]([C:17]1[CH:22]=[CH:21][C:20]([C:23]([F:26])([F:25])[F:24])=[CH:19][C:18]=1[C:27]1[CH:28]=[CH:29][C:30]([C:33]([NH:35][CH2:36][CH2:37][C:38]([O:40][CH2:41][CH3:42])=[O:39])=[O:34])=[N:31][CH:32]=1)=O.[Cl:43][C:44]1[CH:45]=[C:46]([CH:48]=[CH:49][C:50]=1[I:51])[NH2:47].CC(O)=O>CCOC(C)=O.ClCCCl>[Cl:43][C:44]1[CH:45]=[C:46]([NH:47][CH2:15][C:17]2[CH:22]=[CH:21][C:20]([C:23]([F:25])([F:24])[F:26])=[CH:19][C:18]=2[C:27]2[CH:28]=[CH:29][C:30]([C:33]([NH:35][CH2:36][CH2:37][C:38]([O:40][CH2:41][CH3:42])=[O:39])=[O:34])=[N:31][CH:32]=2)[CH:48]=[CH:49][C:50]=1[I:51] |f:0.1|. Reported procedure: Solid NaBH(OAc)3 (4.2 g, 19.8 mmol) was added to a DCE solution (45 mL) of ethyl 3-(5-(2-formyl-5-(trifluoromethyl)phenyl)picolinamido)propanoate, prepared as described in Example 22, (3.9 g, 9.9 mmol), 3-chloro-4-iodoaniline (3.0 g, 11.9 mmol), and AcOH (2.8 mL, 49.4 mmol) and the resulting mixture was stirred at room temperature. After 16 h the resulting mixture diluted with EtOAc washed with water and brine, dried (Na2SO4), dry-packed onto silica gel and purified via column chromatography to ... Reactants: C(C)(C)[C@@H]1N(C(OC1)=O)C1=NC=2N(C=C1)N=CC2C2=CC(=C(C=C2)C2=NN(C=N2)COCC[Si](C)(C)C)C ((S)-4-isopropyl-3-(3-(3-methyl-4-(1-((2-(trimethylsilyl)ethoxy)methyl)-1H-1,2,4-triazol-3-yl)phenyl)pyrazolo[1,5-a]pyrimidin-5-yl) oxazolidin-2-one), C(C)(C)[C@@H]1N(C(OC1)=O)C1=NC=2N(C=C1)N=CC2C2=CC(=C(C=C2)C2=NC=NN2COCC[Si](C)(C)C)C ((S)-4-isopropyl-3-(3-(3-methyl-4-(1-((2-(trimethylsilyl)ethoxy)methyl)-1H-1,2,4-triazol-5-yl)phenyl)pyrazolo[1,5-a]pyrimidin-5-yl)oxazolidin-2-one). The product is C(C)(C)[C@@H]1N(C(OC1)=O)C1=NC=2N(C=C1)N=CC2C2=CC(=C(C=C2)C2=NNC=N2)C ((S)-4-isopropyl-3-(3-(3-methyl-4-(1H-1,2,4-triazol-3-yl)phenyl)pyrazolo[1,5-a]pyrimidin-5-yl)oxazolidin-2-one). Yield: 64.0%. As a reaction SMILES: [CH:1]([C@H:4]1[CH2:8][O:7][C:6](=[O:9])[N:5]1[C:10]1[CH:15]=[CH:14][N:13]2[N:16]=[CH:17][C:18]([C:19]3[CH:24]=[CH:23][C:22]([C:25]4[N:29]=[CH:28][N:27](COCC[Si](C)(C)C)[N:26]=4)=[C:21]([CH3:38])[CH:20]=3)=[C:12]2[N:11]=1)([CH3:3])[CH3:2].C([C@H]1COC(=O)N1C1C=CN2N=CC(C3C=CC(C4N(COCC[Si](C)(C)C)N=CN=4)=C(C)C=3)=C2N=1)(C)C>>[CH:1]([C@H:4]1[CH2:8][O:7][C:6](=[O:9])[N:5]1[C:10]1[CH:15]=[CH:14][N:13]2[N:16]=[CH:17][C:18]([C:19]3[CH:24]=[CH:23][C:22]([C:25]4[N:29]=[CH:28][NH:27][N:26]=4)=[C:21]([CH3:38])[CH:20]=3)=[C:12]2[N:11]=1)([CH3:3])[CH3:2]. Procedure: (S)-4-isopropyl-3-(3-(3-methyl-4-(1H-1,2,4-triazol-3-yl)phenyl)pyrazolo[1,5-a]pyrimidin-5-yl)oxazolidin-2-one (0.138 g, 64%) was prepared by the procedure described in Example 1, Step 9, using a mixture of (S)-4-isopropyl-3-(3-(3-methyl-4-(1-((2-(trimethylsilyl)ethoxy)methyl)-1H-1,2,4-triazol-3-yl)phenyl)pyrazolo[1,5-a]pyrimidin-5-yl) oxazolidin-2-one and (S)-4-isopropyl-3-(3-(3-methyl-4-(1-((2-(trimethylsilyl)ethoxy)methyl)-1H-1,2,4-triazol-5-yl)phenyl)pyrazolo[1,5-a]pyrimidin-5-yl)oxazolidin-2...